From a dataset of the Open Reaction Database (ORD), a public repository of structured organic reaction records. describe an organic reaction: reactants, conditions, products, and yield RXN SMILES: [Br:21][CH2:22][c:23]1[cH:24][cH:25][cH:26][cH:27][cH:28]1.[CH2:14]1[O:15][CH2:16][CH2:17][CH2:18]1.[CH2:1]([CH3:2])[c:3]1[nH:4][c:5]2[cH:6][cH:7][c:8]([O:12][CH3:13])[cH:9][c:10]2[cH:11]1.[H-:19].[Na+:20].[O:29]=[CH:30][N:31]([CH3:32])[CH3:33].[OH2:34]>>[CH2:1]([CH3:2])[c:3]1[n:4]([CH2:22][c:23]2[cH:24][cH:25][cH:26][cH:27][cH:28]2)[c:5]2[cH:6][cH:7][c:8]([O:12][CH3:13])[cH:9][c:10]2[cH:11]1. Yields the product CCc1cc2cc(OC)ccc2n1Cc1ccccc1. Reactants: BrCc1ccccc1, C1CCOC1, CCc1cc2cc(OC)ccc2[nH]1, [H-], [Na+], CN(C)C=O, O. Starting materials: Cc1cn(-c2ccc(Br)cc2C#N)cn1, Nc1ccn(Cc2ccc(F)cc2)n1. The product is Cc1cn(-c2ccc(Nc3ccn(Cc4ccc(F)cc4)n3)cc2C#N)cn1. Reaction SMILES: [Br:1][c:2]1[cH:3][cH:4][c:5](-[n:10]2[cH:11][n:12][c:13]([CH3:15])[cH:14]2)[c:6]([C:7]#[N:8])[cH:9]1.[F:16][c:17]1[cH:18][cH:19][c:20]([CH2:21][n:22]2[n:23][c:24]([NH2:27])[cH:25][cH:26]2)[cH:28][cH:29]1>>[c:2]1([NH:27][c:24]2[n:23][n:22]([CH2:21][c:20]3[cH:19][cH:18][c:17]([F:16])[cH:29][cH:28]3)[cH:26][cH:25]2)[cH:3][cH:4][c:5](-[n:10]2[cH:11][n:12][c:13]([CH3:15])[cH:14]2)[c:6]([C:7]#[N:8])[cH:9]1. Starting materials: FC1=CC2=C(N=C(C3=C(N2)SC2=C3C=C(C=C2)OC)N2CCN(CC2)C)C=C1 (8-fluoro-2-methoxy-12-(4-methylpiperazin-1-yl)-6H-[1]benzothieno[2,3-b][1,5]benzodiazepine), C(C)(S)S (ethanedithiol), [Cl-].[Al+3].[Cl-].[Cl-] (aluminium chloride). The solvent is ClCCl (dichloromethane). Product: FC1=CC2=C(N=C(C3=C(N2)SC2=C3C=C(C=C2)O)N2CCN(CC2)C)C=C1 (8-fluoro-2-hydroxyl-12-(4-methylpiperazin-1-yl)-6H-[1]benzothieno[2,3-b][1,5]benzodiazepine). Reaction SMILES: [F:1][C:2]1[CH:28]=[CH:27][C:5]2[N:6]=[C:7]([N:20]3[CH2:25][CH2:24][N:23]([CH3:26])[CH2:22][CH2:21]3)[C:8]3[C:13]4[CH:14]=[C:15]([O:18]C)[CH:16]=[CH:17][C:12]=4[S:11][C:9]=3[NH:10][C:4]=2[CH:3]=1.C(S)(S)C.[Cl-].[Al+3].[Cl-].[Cl-]>ClCCl>[F:1][C:2]1[CH:28]=[CH:27][C:5]2[N:6]=[C:7]([N:20]3[CH2:21][CH2:22][N:23]([CH3:26])[CH2:24][CH2:25]3)[C:8]3[C:13]4[CH:14]=[C:15]([OH:18])[CH:16]=[CH:17][C:12]=4[S:11][C:9]=3[NH:10][C:4]=2[CH:3]=1 |f:2.3.4.5|. Procedure: In the same manner as in Example 62 and using 8-fluoro-2-methoxy-12-(4-methylpiperazin-1-yl)-6H-[1]benzothieno[2,3-b][1,5]benzodiazepine, dichloromethane, ethanedithiol and aluminium chloride, 8-fluoro-2-hydroxyl-12-(4-methylpiperazin-1-yl)-6H-[1]benzothieno[2,3-b][1,5]benzodiazepine is obtained. Starting materials: CO, Cl, CC(=O)Oc1cc2c(c([N+](=O)[O-])c1O)COC2=O. The product is O=C1OCc2c1cc(O)c(O)c2[N+](=O)[O-]. As a reaction SMILES: [CH3:20][OH:21].[ClH:19].[OH:1][c:2]1[c:3]([O:15][C:16](=[O:17])[CH3:18])[cH:4][c:5]2[c:9]([c:10]1[N+:11](=[O:12])[O-:13])[CH2:8][O:7][C:6]2=[O:14]>>[OH:1][c:2]1[c:3]([OH:15])[cH:4][c:5]2[c:9]([c:10]1[N+:11](=[O:12])[O-:13])[CH2:8][O:7][C:6]2=[O:14]. Starting materials: COCCC=1N(C2=C(C=NC=3C=CC=CC23)N1)CCO (2-[2-(methoxyethyl)-1H-imidazo[4,5-c]quinolin-1-yl]ethanol), C(C#C)Br (propargyl bromide). Yields the product COCCC=1N(C2=C(C=NC=3C=CC=CC23)N1)CCOCC#C (2-(methoxyethyl)-1-[2-(prop-2-ynyloxy)ethyl]-1H-imidazo[4,5-c]quinoline). The yield is 94.2%. As a reaction SMILES: [CH3:1][O:2][CH2:3][CH2:4][C:5]1[N:6]([CH2:18][CH2:19][OH:20])[C:7]2[C:16]3[CH:15]=[CH:14][CH:13]=[CH:12][C:11]=3[N:10]=[CH:9][C:8]=2[N:17]=1.[CH2:21](Br)[C:22]#[CH:23]>>[CH3:1][O:2][CH2:3][CH2:4][C:5]1[N:6]([CH2:18][CH2:19][O:20][CH2:23][C:22]#[CH:21])[C:7]2[C:16]3[CH:15]=[CH:14][CH:13]=[CH:12][C:11]=3[N:10]=[CH:9][C:8]=2[N:17]=1. Procedure: Using the general method of Example 1 Part 2-[2-(methoxyethyl)-1H-imidazo[4,5-c]quinolin-1-yl]ethanol (2.53 g, 9.33 mmol) was reacted with propargyl bromide (80% in toluene, 3.11 mL, 27.9 mmol) to provide 2.72 g of 2-(methoxyethyl)-1-[2-(prop-2-ynyloxy)ethyl]-1H-imidazo[4,5-c]quinoline as an oil.